From a dataset of the Open Reaction Database (ORD), a public repository of structured organic reaction records. describe an organic reaction: reactants, conditions, products, and yield The reactants are [BH4-].[Na+] (Sodium borohydride), ClC1=C(C=CC(=C1)F)CC#N (2-chloro-4-fluorophenylacetonitrile). The reagents and catalysts are O.O.O.O.O.O.[Co](Cl)Cl (cobalt (II) chloride hexahydrate). Run in CO (methanol). Conditions: time 3 hour. Product: N (ammonia), ClC1=C(C=CC(=C1)F)CCN (2-(2-Chloro-4-fluoro-phenyl)-ethylamine). As a reaction SMILES: [BH4-].[Na+].[Cl:3][C:4]1[CH:9]=[C:8]([F:10])[CH:7]=[CH:6][C:5]=1[CH2:11][C:12]#[N:13]>CO.O.O.O.O.O.O.[Co](Cl)Cl>[NH3:13].[Cl:3][C:4]1[CH:9]=[C:8]([F:10])[CH:7]=[CH:6][C:5]=1[CH2:11][CH2:12][NH2:13] |f:0.1,4.5.6.7.8.9.10|. Procedure: Sodium borohydride (1.73 g, 45.51 mmol) was added portionwise to a solution of 2-chloro-4-fluorophenylacetonitrile (1.04 g, 6.15 mmol) and cobalt (II) chloride hexahydrate (2.18 g, 9.22 mmol) in methanol (30 mL) and the mixture was stirred at room temperature for 3 hours. The suspension was then filtered though Celite®, concentrated in vacuo and the residue was partitioned between 1M hydrochloric acid (40 mL) and dichloromethane (40 mL). The aqueous phase was separated, basified to pH 11 with 1M... Starting materials: OC=1C=C(C(=O)O)C=C(C1O)C#N (3,4-Dihydroxy-5-cyanobenzoic acid), C(C=C)OC=1C=C(C(=O)OCC=C)C=C(C1OCC=C)C#N (allyl 3,4-diallyloxy-5-cyanobenzoate), ester. Yields the product C(C=C)OC=1C=C(C(=O)O)C=C(C1OCC=C)C#N (3,4-diallyloxy-5-cyanobenzoic acid). As a reaction SMILES: OC1C=C(C=C(C#N)C=1O)C(O)=O.[CH2:14]([O:17][C:18]1[CH:19]=[C:20]([CH:27]=[C:28]([C:34]#[N:35])[C:29]=1[O:30][CH2:31][CH:32]=[CH2:33])[C:21]([O:23]CC=C)=[O:22])[CH:15]=[CH2:16]>>[CH2:14]([O:17][C:18]1[CH:19]=[C:20]([CH:27]=[C:28]([C:34]#[N:35])[C:29]=1[O:30][CH2:31][CH:32]=[CH2:33])[C:21]([OH:23])=[O:22])[CH:15]=[CH2:16]. Procedure: 3,4-Dihydroxy-5-cyanobenzoic acid, (see GB 2 200 109) was converted, essentially as above, to allyl 3,4-diallyloxy-5-cyanobenzoate: NMR (CDCl3) 4.63 (m, 2H); 4.77-4.87 (m, 4H); 5.23-5.51 (m, 6H); 5.92-6.18 (m, 3H); 7.76 (d, 1H); 7.86 (d, 1H). This ester was hydrolysed as above to give 3,4-diallyloxy-5-cyanobenzoic acid: (DMSO-d6) 4.72-4.84 (m, 4H); 5.23-5.51 (m, 4H); 5.93-6.18 (m, 2H); 7.79 (s, 2H). Reactants: Cc1oc(C(CCCC2CCCCC2)CC(=O)NOCc2ccccc2)nc1C=O, C1COCCN1. The product is Cc1oc(C(CCCC2CCCCC2)CC(=O)NOCc2ccccc2)nc1CN1CCOCC1. RXN SMILES: [CH2:1]([c:2]1[cH:3][cH:4][cH:5][cH:6][cH:7]1)[O:8][NH:9][C:10]([CH2:11][CH:12]([CH2:13][CH2:14][CH2:15][CH:16]1[CH2:17][CH2:18][CH2:19][CH2:20][CH2:21]1)[c:22]1[o:23][c:24]([CH3:29])[c:25]([CH:27]=[O:28])[n:26]1)=[O:30].[CH2:31]1[CH2:32][O:33][CH2:34][CH2:35][NH:36]1>>[CH2:1]([c:2]1[cH:3][cH:4][cH:5][cH:6][cH:7]1)[O:8][NH:9][C:10]([CH2:11][CH:12]([CH2:13][CH2:14][CH2:15][CH:16]1[CH2:17][CH2:18][CH2:19][CH2:20][CH2:21]1)[c:22]1[o:23][c:24]([CH3:29])[c:25]([CH2:27][N:36]2[CH2:31][CH2:32][O:33][CH2:34][CH2:35]2)[n:26]1)=[O:30].